Dataset: the Open Reaction Database (ORD), a public repository of structured organic reaction records. Task: describe an organic reaction: reactants, conditions, products, and yield Reactants: [BH4-], Cc1oc(-c2ccccc2)nc1CCOc1ccc(C=O)cc1, CC(=O)O, CCO, [Na+]. The product is Cc1oc(-c2ccccc2)nc1CCOc1ccc(CO)cc1. Reaction SMILES: [BH4-:24].[CH3:1][c:2]1[c:3]([CH2:13][CH2:14][O:15][c:16]2[cH:17][cH:18][c:19]([CH:20]=[O:21])[cH:22][cH:23]2)[n:4][c:5](-[c:7]2[cH:8][cH:9][cH:10][cH:11][cH:12]2)[o:6]1.[CH3:26][C:27](=[O:28])[OH:29].[CH3:30][CH2:31][OH:32].[Na+:25]>>[CH3:1][c:2]1[c:3]([CH2:13][CH2:14][O:15][c:16]2[cH:17][cH:18][c:19]([CH2:20][OH:21])[cH:22][cH:23]2)[n:4][c:5](-[c:7]2[cH:8][cH:9][cH:10][cH:11][cH:12]2)[o:6]1.